This data is from the Open Reaction Database (ORD), a public repository of structured organic reaction records. The task is: describe an organic reaction: reactants, conditions, products, and yield Reaction SMILES: [CH2:1]([CH:4]1[CH2:9][CH2:8][N:7]([C:10]([O:12][C:13]2[CH:18]=[CH:17][C:16]([F:19])=[CH:15][CH:14]=2)=[O:11])[CH2:6][CH2:5]1)[C:2]#[CH:3].I[C:21]1[N:22]=[C:23]([NH2:39])[C:24]2[N:25]=[CH:26][N:27]([C:37]=2[N:38]=1)[C@@H:28]1[O:36][C@H:33]([CH2:34][OH:35])[C@@H:31]([OH:32])[C@H:29]1[OH:30]>>[F:19][C:16]1[CH:15]=[CH:14][C:13]([O:12][C:10]([N:7]2[CH2:8][CH2:9][CH:4]([CH2:1][C:2]#[C:3][C:21]3[N:22]=[C:23]([NH2:39])[C:24]4[N:25]=[CH:26][N:27]([C:37]=4[N:38]=3)[C@@H:28]3[O:36][C@H:33]([CH2:34][OH:35])[C@@H:31]([OH:32])[C@H:29]3[OH:30])[CH2:5][CH2:6]2)=[O:11])=[CH:18][CH:17]=1. Reported procedure: Batch: AB-9-147. 4-fluorophenyl 4-(prop-2-ynyl)piperidine-1-carboxylate, batch JR28-97 (0.700 g, 2.68 mmol) was added to a solution of 2-iodoadenosine (0.812 g, 2.065 mmol) according to general procedure 2. Yield: 0.902 g, 83%. 1H NMR (CD3OD) δ 8.34 (s, 1H), 7.11 (m, 4H), 5.98 (d, 1H), 4.76 (m, 2H), 4.37-4.19 (2×m, 3H), 3.95-3.75 (2×d, 2H), 3.07-2.93 (2×bt, 4H), 2.47 (d, 5H), 1.98-1.44 (2×m, SH). m/z MH+=527.19. HPLC rt=7.6 min. Reactants: C(C#C)C1CCN(CC1)C(=O)OC1=CC=C(C=C1)F (4-fluorophenyl 4-(prop-2-ynyl)piperidine-1-carboxylate), IC=1N=C(C=2N=CN([C@H]3[C@H](O)[C@H](O)[C@@H](CO)O3)C2N1)N (2-iodoadenosine). Product: FC1=CC=C(OC(=O)N2CCC(CC2)CC#CC=2N=C(C=3N=CN([C@H]4[C@H](O)[C@H](O)[C@@H](CO)O4)C3N2)N)C=C1 (2-{3-[1-((4-Fluorophenoxy)carbonyl)piperidin-4-yl]propyn-1-yl}adenosine). The reactants are Cl.Cl.C(C1=CC=CC=C1)N1CCNCC1 (N-benzyl piperazine dihydrochloride), C(=O)([O-])[O-].[K+].[K+] (K2CO3), BrCC(=O)C1=CC=C(C=C1)Cl (2-bromo-1-(4-chlorophenyl)ethanone). The solvent is CC(=O)C (acetone). Yields the product Cl.Cl.C(C1=CC=CC=C1)N1CCN(CC1)CC(=O)C1=CC=C(C=C1)Cl (N1-benzyl-N4-(4-chloro phenacyl)piperazine dihydrochloride). Yield: 114.5%. Reaction SMILES: [ClH:1].Cl.[CH2:3]([N:10]1[CH2:15][CH2:14][NH:13][CH2:12][CH2:11]1)[C:4]1[CH:9]=[CH:8][CH:7]=[CH:6][CH:5]=1.C([O-])([O-])=O.[K+].[K+].Br[CH2:23][C:24]([C:26]1[CH:31]=[CH:30][C:29]([Cl:32])=[CH:28][CH:27]=1)=[O:25]>CC(C)=O>[ClH:32].[ClH:1].[CH2:3]([N:10]1[CH2:15][CH2:14][N:13]([CH2:23][C:24]([C:26]2[CH:31]=[CH:30][C:29]([Cl:32])=[CH:28][CH:27]=2)=[O:25])[CH2:12][CH2:11]1)[C:4]1[CH:5]=[CH:6][CH:7]=[CH:8][CH:9]=1 |f:0.1.2,3.4.5,8.9.10|. Reported procedure: A mixture of N-benzyl piperazine dihydrochloride (2.49 g, 10 mmol), K2CO3 (4.14 g, 30 mmol) and 2-bromo-1-(4-chlorophenyl)ethanone (2.8 g, 12 mmol) in 100 ml of acetone was refluxed for 5 hours, and then treated according to general preparation 2 to give 2.76 g of compound (IV-6), yield 68.7%, mp 231-233° C. M+ 328. Reactants: CC(C)(C)[O-], CC(C)N1CCNCC1, Fc1ccc(-n2ncnc2-c2cc3c(s2)-c2nc(Cl)ccc2OCC3)c(F)c1, CC(=O)[O-], CC(=O)[O-], C1COCCO1, [Pd+2]. Product: CC(C)N1CCN(c2ccc3c(n2)-c2sc(-c4ncnn4-c4ccc(F)cc4F)cc2CCO3)CC1. Reaction SMILES: [CH3:38][C:39]([CH3:40])([O-:41])[CH3:42].[CH:29]([CH3:30])([CH3:31])[N:32]1[CH2:33][CH2:34][NH:35][CH2:36][CH2:37]1.[Cl:1][c:2]1[cH:3][cH:4][c:5]2[c:6]([n:28]1)-[c:7]1[s:8][c:9](-[c:15]3[n:16](-[c:20]4[c:21]([F:27])[cH:22][c:23]([F:26])[cH:24][cH:25]4)[n:17][cH:18][n:19]3)[cH:10][c:11]1[CH2:12][CH2:13][O:14]2.[O-:50][C:51]([CH3:52])=[O:53].[O-:54][C:55]([CH3:56])=[O:57].[O:43]1[CH2:44][CH2:45][O:46][CH2:47][CH2:48]1.[Pd+2:49]>>[c:2]1([N:35]2[CH2:34][CH2:33][N:32]([CH:29]([CH3:30])[CH3:31])[CH2:37][CH2:36]2)[cH:3][cH:4][c:5]2[c:6]([n:28]1)-[c:7]1[s:8][c:9](-[c:15]3[n:16](-[c:20]4[c:21]([F:27])[cH:22][c:23]([F:26])[cH:24][cH:25]4)[n:17][cH:18][n:19]3)[cH:10][c:11]1[CH2:12][CH2:13][O:14]2. The reactants are ClC1=C2C(NC(=N1)C)=CC(=N2)C2=CC=CC=C2 (4-chloro-2-methyl-6-phenylpyrrolo[3,2-d]pyrimidine), N1[C@@H](CCC1)CO ((S)-(+)-2-pyrrolidinemethanol), C(=O)([O-])[O-].[K+].[K+] (K2CO3). Run in O (H2O). Product: CC=1NC=2C(=C(N1)N1[C@@H](CCC1)CO)N=C(C2)C2=CC=CC=C2 ((S)-[1-(2-methyl-6-phenylpyrrolo[2,3-e]pyrimidin-4-yl)pyrrolidin-2-yl]methan-1-ol). The yield is 69.9%. RXN SMILES: Cl[C:2]1[N:7]=[C:6]([CH3:8])[NH:5][C:4]2=[CH:9][C:10]([C:12]3[CH:17]=[CH:16][CH:15]=[CH:14][CH:13]=3)=[N:11][C:3]=12.[NH:18]1[CH2:22][CH2:21][CH2:20][C@H:19]1[CH2:23][OH:24].C([O-])([O-])=O.[K+].[K+]>O>[CH3:8][C:6]1[NH:5][C:4]2[C:3]([N:11]=[C:10]([C:12]3[CH:17]=[CH:16][CH:15]=[CH:14][CH:13]=3)[CH:9]=2)=[C:2]([N:18]2[CH2:22][CH2:21][CH2:20][C@H:19]2[CH2:23][OH:24])[N:7]=1 |f:2.3.4|. Procedure details: This compound was prepared according to the method described in Example 2 by employing 4-chloro-2-methyl-6-phenylpyrrolo[3,2-d]pyrimidine (Example 1(e)) (70 mg, 0.287 mmol), (S)-(+)-2-pyrrolidinemethanol (Aldrich Chemical Company) (0.14 mL, 1.44 mmol) and K2CO3 (0.397 g, 2.87 mmol) in H2O (2 mL) to give 61.9 mg (70%) of the title compound as an off-white solid. An analytical sample was obtained by recrystallization from EtOH. Mp: 255-256° C. 1H NMR (CDCl3; 500 MHz): δ 2.06-2.14 (m, 4), 2.54 (s, ... Starting materials: [BH4-], O=C(CF)CCCN1C(=O)c2ccccc2C1=O, CO, Cl, [Na+], C1CCOC1. The product is O=C1c2ccccc2C(=O)N1CCCC(O)CF. As a reaction SMILES: [BH4-:19].[C:1]1(=[O:18])[c:2]2[c:3]([cH:14][cH:15][cH:16][cH:17]2)[C:4](=[O:13])[N:5]1[CH2:6][CH2:7][CH2:8][C:9](=[O:10])[CH2:11][F:12].[CH3:27][OH:28].[ClH:21].[Na+:20].[O:22]1[CH2:23][CH2:24][CH2:25][CH2:26]1>>[C:1]1(=[O:18])[c:2]2[c:3]([cH:14][cH:15][cH:16][cH:17]2)[C:4](=[O:13])[N:5]1[CH2:6][CH2:7][CH2:8][CH:9]([OH:10])[CH2:11][F:12]. Starting materials: ClC1=C(C=C(C(=C1)SC)Cl)[O-].[K+] (potassium 2,5-dichloro-4-methylmercapto-phenolate), ClC1=NC(=CC(=C1)Cl)C (2,4-dichloro-6-methyl-pyridine), O (water). Run in CN(C=O)C (dimethylformamide). Product: ClC1=NC(=CC(=C1)OC1=C(C=C(C(=C1)Cl)SC)Cl)C (2-Chloro-6-methyl-4-(2,5-dichloro-4-methylmercapto-phenoxy)-pyridine). As a reaction SMILES: [Cl:1][C:2]1[CH:7]=[C:6]([S:8][CH3:9])[C:5]([Cl:10])=[CH:4][C:3]=1[O-:11].[K+].[Cl:13][C:14]1[CH:19]=[C:18](Cl)[CH:17]=[C:16]([CH3:21])[N:15]=1.O>CN(C)C=O>[Cl:13][C:14]1[CH:19]=[C:18]([O:11][C:3]2[CH:4]=[C:5]([Cl:10])[C:6]([S:8][CH3:9])=[CH:7][C:2]=2[Cl:1])[CH:17]=[C:16]([CH3:21])[N:15]=1 |f:0.1|. Reported procedure: A solution of 25.5 gm (0.1 mol) of potassium 2,5-dichloro-4-methylmercapto-phenolate and 16.2 gm (0.1 mol) of 2,4-dichloro-6-methyl-pyridine in 100 ml of dimethylformamide was heated under reflux for 5 hours. It was then cooled and poured into 300 ml of water. The precipitate which separated out was recovered by suction filtration, washed with water, and recrystallized from isopropanol.